From a dataset of the Open Reaction Database (ORD), a public repository of structured organic reaction records. describe an organic reaction: reactants, conditions, products, and yield The reactants are CC(=O)c1cc2c(-c3cc(C)cc(C(C)(C)C)c3OCC(F)(F)F)cccc2s1, CCOC(=O)CP(=O)(OCC)OCC, [H-], [Na+], CN(C)C=O. The product is CCOC(=O)C=C(C)c1cc2c(-c3cc(C)cc(C(C)(C)C)c3OCC(F)(F)F)cccc2s1. As a reaction SMILES: [C:17]([CH3:18])(=[O:19])[c:20]1[cH:21][c:22]2[c:23]([s:24]1)[cH:25][cH:26][cH:27][c:28]2-[c:29]1[c:30]([O:40][CH2:41][C:42]([F:43])([F:44])[F:45])[c:31]([C:36]([CH3:37])([CH3:38])[CH3:39])[cH:32][c:33]([CH3:35])[cH:34]1.[CH3:3][CH2:4][O:5][C:6](=[O:7])[CH2:8][P:9]([O:10][CH2:11][CH3:12])([O:13][CH2:14][CH3:15])=[O:16].[H-:2].[Na+:1].[O:46]=[CH:47][N:48]([CH3:49])[CH3:50]>>[CH3:3][CH2:4][O:5][C:6](=[O:7])[CH:8]=[C:17]([CH3:18])[c:20]1[cH:21][c:22]2[c:23]([s:24]1)[cH:25][cH:26][cH:27][c:28]2-[c:29]1[c:30]([O:40][CH2:41][C:42]([F:43])([F:44])[F:45])[c:31]([C:36]([CH3:37])([CH3:38])[CH3:39])[cH:32][c:33]([CH3:35])[cH:34]1. Starting materials: S1C(=NC2=C1C=CC=C2)NCCNC(OC(C)(C)C)=O (tert-Butyl 2-(benzo[d]thiazol-2-ylamino)ethylcarbamate). Solvent: O1CCOCC1 (1,4-dioxane), O1CCOCC1 (1,4-dioxane). Run at time 3 hour. The product is hydrochloride salt, S1C(=NC2=C1C=CC=C2)NCCN (N1-(benzo[d]thiazol-2-yl)ethane-1,2-diamine). As a reaction SMILES: [S:1]1[C:5]2[CH:6]=[CH:7][CH:8]=[CH:9][C:4]=2[N:3]=[C:2]1[NH:10][CH2:11][CH2:12][NH:13]C(=O)OC(C)(C)C>O1CCOCC1>[S:1]1[C:5]2[CH:6]=[CH:7][CH:8]=[CH:9][C:4]=2[N:3]=[C:2]1[NH:10][CH2:11][CH2:12][NH2:13]. Procedure details: tert-Butyl 2-(benzo[d]thiazol-2-ylamino)ethylcarbamate (597.7 mgs, 2.04 mmol) was dissolved in 1,4-dioxane (6 mL) then treated with 4N HCL in 1,4-dioxane (6 mL) and stirred for 3 h. A white separated solid was collected by filtration, washed with diethyl ether and dried in vacuum oven overnight at room temperature to yield the hydrochloride salt of N1-(benzo[d]thiazol-2-yl)ethane-1,2-diamine as an off-white amorphous solid.